Dataset: the Open Reaction Database (ORD), a public repository of structured organic reaction records. Task: describe an organic reaction: reactants, conditions, products, and yield Reactants: I (Hydroiodic acid), Br (Hydrobromic acid), C(C)(=O)N (acetamide), COC (methyl ether), ethyl ester, C(C)OC([C@@H](NC(C)=O)CC1=CC(=C(C(=C1)I)OC1=CC=C(C=C1)OC)I)=O ((S)—N-acetyl-3,5-diiodo-4-p-methoxyphenoxyphenylalanine ethyl ester). The product is IC=1C=C(C[C@H](N)C(=O)O)C=C(C1OC1=CC=C(C=C1)O)I (3,5-Diiodothyronine). Reaction SMILES: C(N)(=O)C.COC.I.Br.C([O:12][C:13](=[O:37])[C@H:14]([CH2:19][C:20]1[CH:25]=[C:24]([I:26])[C:23]([O:27][C:28]2[CH:33]=[CH:32][C:31]([O:34]C)=[CH:30][CH:29]=2)=[C:22]([I:36])[CH:21]=1)[NH:15]C(=O)C)C>>[I:26][C:24]1[CH:25]=[C:20]([CH:21]=[C:22]([I:36])[C:23]=1[O:27][C:28]1[CH:33]=[CH:32][C:31]([OH:34])=[CH:30][CH:29]=1)[CH2:19][C@@H:14]([C:13]([OH:37])=[O:12])[NH2:15]. Procedure: Many patent and non-patent literature describe the use of an intermediate called Bis (p-anisyl)iodonium bromide in the preparation of Levothyroxine sodium. Hillmann (Z. Naturforch 1956; 11b:424-425) describes a process for the assembly of the biphenyl-ether system present in Levothyroxine, wherein a key coupling reaction is initiated between N-Acetyl 3,5-diiodo-L-tyrosine ethyl ester, derived from the stepwise protective conversion of amine as amide and acid as ester of 3,5 diido-L-tyrosine, and... Starting materials: C1(=CC=CC2=CC=CC=C12)[C@H](C)N ((S)-(-)-α-(1-naphthyl)ethylamine), C(C)(=O)OC(C)=O (acetic anhydride). Run in N1=CC=CC=C1 (pyridine), C(Cl)(Cl)Cl (chloroform). Run at temperature 38 celsius, time 12 hour. The product is C(C)(=O)N[C@@H](C)C1=CC=CC2=CC=CC=C12 (N-acetyl-(S)-α-(1-naphthyl)ethylamine). Yield: 59479.9%. RXN SMILES: [C:1]1([C@@H:11]([NH2:13])[CH3:12])[C:10]2[C:5](=[CH:6][CH:7]=[CH:8][CH:9]=2)[CH:4]=[CH:3][CH:2]=1.[C:14](OC(=O)C)(=[O:16])[CH3:15]>N1C=CC=CC=1.C(Cl)(Cl)Cl>[C:14]([NH:13][C@H:11]([C:1]1[C:10]2[C:5](=[CH:6][CH:7]=[CH:8][CH:9]=2)[CH:4]=[CH:3][CH:2]=1)[CH3:12])(=[O:16])[CH3:15]. Procedure details: 5 g of (S)-(-)-α-(1-naphthyl)ethylamine (manufactured by Hydras Kagaku) was dissolved in 20 ml of pyridine, and 5.07 mg of acetic anhydride was added thereto under cooling with ice. The mixture was stirred at 38° C. for 12 hours. The reaction solution was diluted with 500 ml of chloroform, and the organic layer was sequentially washed with a dilute hydrochloric acid aqueous solution, a dilute sodium hydroxide aqueous solution and a saturated sodium chloride aqueous solution and dried over anhydr... Reactants: CC(C)(C)OC(=O)NC1CCN(c2ccc(S(=O)(=O)Nc3nccs3)cc2)CC1, ClCCl, Cl, O=C(O)C(F)(F)F, [Na+], O=C([O-])O. The product is NC1CCN(c2ccc(S(=O)(=O)Nc3nccs3)cc2)CC1. RXN SMILES: [C:1]([O:2][C:3](=[O:4])[NH:7][CH:8]1[CH2:9][CH2:10][N:11]([c:14]2[cH:15][cH:16][c:17]([S:20]([NH:21][c:22]3[s:23][cH:24][cH:25][n:26]3)(=[O:27])=[O:28])[cH:18][cH:19]2)[CH2:12][CH2:13]1)([CH3:5])([CH3:6])[CH3:29].[Cl:43][CH2:44][Cl:45].[ClH:42].[F:30][C:31]([F:32])([F:33])[C:34]([OH:35])=[O:36].[Na+:41].[O-:37][C:38]([OH:39])=[O:40]>>[NH2:7][CH:8]1[CH2:9][CH2:10][N:11]([c:14]2[cH:15][cH:16][c:17]([S:20]([NH:21][c:22]3[s:23][cH:24][cH:25][n:26]3)(=[O:27])=[O:28])[cH:18][cH:19]2)[CH2:12][CH2:13]1. Starting materials: ClC1=C(C(=O)O)C=CC(=C1)C(=O)OC(C)(C)C (2-Chloro-4-(tert-butoxycarbonyl)benzoic acid), COC([C@@H](N)CC1=CC=C(C=C1)C1=C(C=CC=C1)OC)=O (4-(2-methoxyphenyl)-L-phenylalanine methyl ester). Product: COC([C@@H](NC(C1=C(C=C(C=C1)C(=O)OC(C)(C)C)Cl)=O)CC1=CC=C(C=C1)C1=C(C=CC=C1)OC)=O (N-[2-chloro-4-(tert-butoxycarbonyl)benzoyl]-4-(2-methoxyphenyl)-L-phenylalanine methyl ester). Reaction SMILES: [Cl:1][C:2]1[CH:10]=[C:9]([C:11]([O:13][C:14]([CH3:17])([CH3:16])[CH3:15])=[O:12])[CH:8]=[CH:7][C:3]=1[C:4]([OH:6])=O.[CH3:18][O:19][C:20](=[O:38])[C@H:21]([CH2:23][C:24]1[CH:29]=[CH:28][C:27]([C:30]2[CH:35]=[CH:34][CH:33]=[CH:32][C:31]=2[O:36][CH3:37])=[CH:26][CH:25]=1)[NH2:22]>>[CH3:18][O:19][C:20](=[O:38])[C@H:21]([CH2:23][C:24]1[CH:29]=[CH:28][C:27]([C:30]2[CH:35]=[CH:34][CH:33]=[CH:32][C:31]=2[O:36][CH3:37])=[CH:26][CH:25]=1)[NH:22][C:4](=[O:6])[C:3]1[CH:7]=[CH:8][C:9]([C:11]([O:13][C:14]([CH3:17])([CH3:16])[CH3:15])=[O:12])=[CH:10][C:2]=1[Cl:1]. Procedure details: 2-Chloro-4-(tert-butoxycarbonyl)benzoic acid was coupled with 4-(2-methoxyphenyl)-L-phenylalanine methyl ester (free amine from Example 1-3)) using a similar procedure as described in Example 2-1) to give N-[2-chloro-4-(tert-butoxycarbonyl)benzoyl]-4-(2-methoxyphenyl)-L-phenylalanine methyl ester (0.332 g). Reactants: CC(C)CCN(c1ccc(OCC2CCCCC2)cc1)C1CCN(C(=O)OC(C)(C)C)CC1, ClCCl, O=C(O)C(F)(F)F. Reaction SMILES: [C:1]([O:2][C:3](=[O:4])[N:8]1[CH2:9][CH2:10][CH:11]([N:14]([CH2:15][CH2:16][CH:17]([CH3:18])[CH3:19])[c:20]2[cH:21][cH:22][c:23]([O:26][CH2:27][CH:28]3[CH2:29][CH2:30][CH2:31][CH2:32][CH2:33]3)[cH:24][cH:25]2)[CH2:12][CH2:13]1)([CH3:5])([CH3:6])[CH3:7].[Cl:41][CH2:42][Cl:43].[F:34][C:35]([F:36])([F:37])[C:38]([OH:39])=[O:40]>>[NH:8]1[CH2:9][CH2:10][CH:11]([N:14]([CH2:15][CH2:16][CH:17]([CH3:18])[CH3:19])[c:20]2[cH:21][cH:22][c:23]([O:26][CH2:27][CH:28]3[CH2:29][CH2:30][CH2:31][CH2:32][CH2:33]3)[cH:24][cH:25]2)[CH2:12][CH2:13]1. Product: CC(C)CCN(c1ccc(OCC2CCCCC2)cc1)C1CCNCC1. The reactants are CC(=O)COc1cc(F)c(F)cc1Br, [Cl-], N, [NH4+], N#C[Na]. Yields the product CC(N)(C#N)COc1cc(F)c(F)cc1Br. Reaction SMILES: [Br:1][c:2]1[c:3]([O:4][CH2:5][C:6]([CH3:7])=[O:8])[cH:9][c:10]([F:14])[c:11]([F:13])[cH:12]1.[Cl-:18].[NH3:20].[NH4+:19].[Na:15][C:16]#[N:17]>>[Br:1][c:2]1[c:3]([O:4][CH2:5][C:6]([CH3:7])([C:16]#[N:17])[NH2:19])[cH:9][c:10]([F:14])[c:11]([F:13])[cH:12]1. The reactants are C(C1=CC=CC=C1)N1CCC(CC1)NC1=NC=C(C=C1)C (2-(1-benzylpiperidin-4-ylamino)-5-methylpyridine). Reagents/catalysts: [OH-].[Pd+2].[OH-] (palladium hydroxide), [OH-].[Pd+2].[OH-] (palladium hydroxide). The solvent is C(C)O (ethanol). Reaction conditions: time 48 hour. Yields the product N1CCC(CC1)NC1=NC=C(C=C1)C (2-(Piperidin-4-ylamino)-5-methylpyridine). Yield: 77.7%. As a reaction SMILES: C([N:8]1[CH2:13][CH2:12][CH:11]([NH:14][C:15]2[CH:20]=[CH:19][C:18]([CH3:21])=[CH:17][N:16]=2)[CH2:10][CH2:9]1)C1C=CC=CC=1>C(O)C.[OH-].[Pd+2].[OH-]>[NH:8]1[CH2:13][CH2:12][CH:11]([NH:14][C:15]2[CH:20]=[CH:19][C:18]([CH3:21])=[CH:17][N:16]=2)[CH2:10][CH2:9]1 |f:2.3.4|. Procedure details: To a solution of 2-(1-benzylpiperidin-4-ylamino)-5-methylpyridine (11.3 g) in ethanol (250 mL) was added 20% palladium hydroxide (4 g). After stirring the solution at room temperature under hydrogen atmosphere for 48 hours, 20% palladium hydroxide (2 g) was further added. The solution was then stirred at room temperature under hydrogen atmosphere for additional 99 hours. The catalyst was filtered off. After concentration under reduced pressure, the resulting residue was purified by chromatograph... Starting materials: ClC1=CC(N(C2=CC(=CC=C12)F)CC=O)=O ((4-chloro-7-fluoro-2-oxoquinolin-1(2H)-yl)acetaldehyde), O1CCOC2=C1C=CC(=C2)CN(C(OC(C)(C)C)=O)C2CCNCC2 (tert-butyl (2,3-dihydro-1,4-benzodioxin-6-ylmethyl)(piperidin-4-yl)carbamate), C(O)([O-])=O.[Na+] (sodium hydrogen carbonate), C(C)(=O)O[BH-](OC(C)=O)OC(C)=O.[Na+] (sodium triacetoxyborohydride). Solvent: C(C)(=O)O (acetic acid), C(Cl)(Cl)Cl (chloroform). Conditions: time 1 hour. Product: O1CCOC2=C1C=CC(=C2)CN(C(OC(C)(C)C)=O)C2CCN(CC2)CCN2C(C=C(C1=CC=C(C=C21)F)Cl)=O (tert-butyl (2,3-dihydro-1,4-benzodioxin-6-ylmethyl)(1-(2-(4-chloro-7-fluoro-2-oxoquinolin-1(2H)-yl)ethyl)piperidin-4-yl)carbamate). The yield is 44.9%. RXN SMILES: [Cl:1][C:2]1[C:11]2[C:6](=[CH:7][C:8]([F:12])=[CH:9][CH:10]=2)[N:5]([CH2:13][CH:14]=O)[C:4](=[O:16])[CH:3]=1.[O:17]1[C:22]2[CH:23]=[CH:24][C:25]([CH2:27][N:28]([CH:36]3[CH2:41][CH2:40][NH:39][CH2:38][CH2:37]3)[C:29](=[O:35])[O:30][C:31]([CH3:34])([CH3:33])[CH3:32])=[CH:26][C:21]=2[O:20][CH2:19][CH2:18]1.C(O[BH-](OC(=O)C)OC(=O)C)(=O)C.[Na+].C(=O)([O-])O.[Na+]>C(O)(=O)C.C(Cl)(Cl)Cl>[O:17]1[C:22]2[CH:23]=[CH:24][C:25]([CH2:27][N:28]([CH:36]3[CH2:41][CH2:40][N:39]([CH2:14][CH2:13][N:5]4[C:6]5[C:11](=[CH:10][CH:9]=[C:8]([F:12])[CH:7]=5)[C:2]([Cl:1])=[CH:3][C:4]4=[O:16])[CH2:38][CH2:37]3)[C:29](=[O:35])[O:30][C:31]([CH3:34])([CH3:32])[CH3:33])=[CH:26][C:21]=2[O:20][CH2:19][CH2:18]1 |f:2.3,4.5|. Procedure: To 20 mL of a chloroform solution containing 0.71 g of (4-chloro-7-fluoro-2-oxoquinolin-1(2H)-yl)acetaldehyde, 1.03 g of tert-butyl (2,3-dihydro-1,4-benzodioxin-6-ylmethyl)(piperidin-4-yl)carbamate and 0.18 g of acetic acid were added, and stirred at room temperature for 1 hour. To the reaction mixture, 0.99 g of sodium triacetoxyborohydride was added, and stirred for 1 hour. Aqueous saturated sodium hydrogen carbonate solution was added, and the organic layer was separated. The organic layer wa... Starting materials: [N+](=O)(O)[O-] (HNO3), OC1=NC2=CC=CC=C2C(=C1)O (2,4-dihydroxyquinoline), O (water). The solvent is C(C)(=O)O (acetic acid). Run at temperature 90 celsius, time 20 minute. Product: [N+](=O)([O-])C=1C(NC2=CC=CC=C2C1O)=O (3-Nitro4-hydroxy-1,2-dihydroquinolin-2-one). The yield is 83.0%. Reaction SMILES: [OH:1][C:2]1[CH:11]=[C:10]([OH:12])[C:9]2[C:4](=[CH:5][CH:6]=[CH:7][CH:8]=2)[N:3]=1.[N+:13]([O-])([OH:15])=[O:14].O>C(O)(=O)C>[N+:13]([C:11]1[C:2](=[O:1])[NH:3][C:4]2[C:9]([C:10]=1[OH:12])=[CH:8][CH:7]=[CH:6][CH:5]=2)([O-:15])=[O:14]. Procedure details: To a mixture of 1.45 g (9.00 mmol) of 2,4-dihydroxyquinoline (Aldrich) in 10 mL of glacial acetic acid was added 2.5 mL of HNO3 (69-71%). The mixture was heated at 90° C. for 5 min to become a red solution, then a precipitate was observed in the solution. The mixture was cooled to room temperature, then was added 40 mL of water and the mixture was stirred for 20 min. The mixture was filtered and washed with water, dried to leave 1.54 g (83%) of title compound as a yellow solid, mp 216° C. (decom... Starting materials: CI, CC#N, CC(C)(C)c1ccc(NC(=O)c2c[nH]c3ccccc3c2=O)cc1O. The product is COc1c(C(=O)Nc2ccc(C(C)(C)C)c(O)c2)cnc2ccccc12. RXN SMILES: [CH3:26][I:27].[CH3:28][C:29]#[N:30].[OH:1][c:2]1[cH:3][c:4]([NH:12][C:13](=[O:14])[c:15]2[cH:16][nH:17][c:18]3[cH:19][cH:20][cH:21][cH:22][c:23]3[c:24]2=[O:25])[cH:5][cH:6][c:7]1[C:8]([CH3:9])([CH3:10])[CH3:11]>>[OH:1][c:2]1[cH:3][c:4]([NH:12][C:13](=[O:14])[c:15]2[cH:16][n:17][c:18]3[cH:19][cH:20][cH:21][cH:22][c:23]3[c:24]2[O:25][CH3:26])[cH:5][cH:6][c:7]1[C:8]([CH3:9])([CH3:10])[CH3:11].